From a dataset of the Open Reaction Database (ORD), a public repository of structured organic reaction records. describe an organic reaction: reactants, conditions, products, and yield Starting materials: C=CC(=O)OCCCCOC(=O)Oc1ccc(C(=O)O)cc1, C(=NC1CCCCC1)=NC1CCCCC1, ClCCl. Product: O=C(NC1CCCCC1)NC1CCCCC1. As a reaction SMILES: [C:1]([O:2][CH2:3][CH2:5][CH2:6][CH2:7][O:8][C:9]([O:10][c:11]1[cH:12][cH:13][c:14]([C:15]([OH:16])=[O:17])[cH:18][cH:19]1)=[O:20])(=[O:4])[CH:21]=[CH2:22].[CH:23]1([N:29]=[C:30]=[N:31][CH:32]2[CH2:33][CH2:34][CH2:35][CH2:36][CH2:37]2)[CH2:24][CH2:25][CH2:26][CH2:27][CH2:28]1.[Cl:38][CH2:39][Cl:40]>>[O:4]=[C:30]([NH:29][CH:23]1[CH2:24][CH2:25][CH2:26][CH2:27][CH2:28]1)[NH:31][CH:32]1[CH2:33][CH2:34][CH2:35][CH2:36][CH2:37]1. Reactants: BrC=1C=C2C(=C(C(=NC2=CC1)C)C(=O)O)C(=O)O (6-bromo-2-methylquinoline-3,4-dicarboxylic acid), CC(=O)OC(=O)C (Ac2O). Run in reagent. Yields the product BrC=1C=C2C3=C(C(=NC2=CC1)C)C(=O)OC3=O (6-bromo-2-methylquinoline-3,4-dicarboxylic acid anhydride). As a reaction SMILES: [Br:1][C:2]1[CH:3]=[C:4]2[C:9](=[CH:10][CH:11]=1)[N:8]=[C:7]([CH3:12])[C:6]([C:13]([OH:15])=O)=[C:5]2[C:16]([OH:18])=[O:17].CC(OC(C)=O)=O>>[Br:1][C:2]1[CH:3]=[C:4]2[C:9](=[CH:10][CH:11]=1)[N:8]=[C:7]([CH3:12])[C:6]1[C:13]([O:18][C:16](=[O:17])[C:5]2=1)=[O:15]. Procedure: A 1 liter round-bottom flask with a magnetic stirring bar, reflux condenser and drying tube was charged with 16 g (0.0516 mole) of (viii) and 250 ml of reagent grade Ac2O. The mixture was stirred and refluxed for 18 hours.